This data is from the Open Reaction Database (ORD), a public repository of structured organic reaction records. The task is: describe an organic reaction: reactants, conditions, products, and yield Reactants: CCO, O=C(O)c1nn(-c2ccccc2)c(=O)cc1Cl. Yields the product O=C(O)c1ccc(=O)n(-c2ccccc2)n1. Reaction SMILES: [CH3:18][CH2:19][OH:20].[Cl:1][c:2]1[c:3]([C:15](=[O:16])[OH:17])[n:4][n:5](-[c:9]2[cH:10][cH:11][cH:12][cH:13][cH:14]2)[c:6](=[O:8])[cH:7]1>>[cH:2]1[c:3]([C:15](=[O:16])[OH:17])[n:4][n:5](-[c:9]2[cH:10][cH:11][cH:12][cH:13][cH:14]2)[c:6](=[O:8])[cH:7]1. The solvent is O (water). Procedure: 151 g of 1-phenyl semicarbazide, 135.3 g (2.5 mols) of 85% formic acid (technical) and 25 g (0.25 mol) of concentrated sulfuric acid were stirred for six hours at 95° to 100° C. The viscous mass obtained was diluted with 400 ml of water and cooled. The precipitate consisting of 1-phenyl-1,2,4-triazolone-3 was filtered off and washed neutral with water. Drying at 100° C. and 200 mbar gave 145.5 g=90.3% of the theory, of 1-phenyl-1,2,4-triazolone-3 having a melting point of 285° to 286° C. ##STR2#... RXN SMILES: [C:1]1([NH:7][NH:8][C:9]([NH2:11])=[O:10])[CH:6]=[CH:5][CH:4]=[CH:3][CH:2]=1.[CH:12](O)=O.S(=O)(=O)(O)O>O>[C:1]1([N:7]2[CH:12]=[N:11][C:9]([OH:10])=[N:8]2)[CH:2]=[CH:3][CH:4]=[CH:5][CH:6]=1. The reactants are C1(=CC=CC=C1)NNC(=O)N (1-phenyl semicarbazide), C(=O)O (formic acid), S(O)(O)(=O)=O (sulfuric acid), 1-phenyl-1,2,4-triazolone-3, 1-phenyl-1,2,4-triazolone-3. Yields the product C1(=CC=CC=C1)N1N=C(N=C1)O (1-Phenyl-3-hydroxy-1,2,4-triazole). The reactants are N#CCBr, O=C([O-])[O-], CCOC(C)=O, CCC(C)=O, [K+], [K+], O=[N+]([O-])c1cc(O)cc([N+](=O)[O-])c1. RXN SMILES: [Br:14][CH2:15][C:16]#[N:17].[C:18](=[O:19])([O-:20])[O-:21].[CH3:24][CH2:25][O:26][C:27](=[O:28])[CH3:29].[CH3:30][C:31](=[O:32])[CH2:33][CH3:34].[K+:22].[K+:23].[OH:1][c:2]1[cH:3][c:4]([N+:11]([O-:12])=[O:13])[cH:5][c:6]([N+:8]([O-:9])=[O:10])[cH:7]1>>[O:1]([c:2]1[cH:3][c:4]([N+:11]([O-:12])=[O:13])[cH:5][c:6]([N+:8]([O-:9])=[O:10])[cH:7]1)[CH2:15][C:16]#[N:17]. The product is N#CCOc1cc([N+](=O)[O-])cc([N+](=O)[O-])c1. Reactants: ClC1=CC=C(C=C1)C=1C2=C(C3=C([C@@H](N1)CC(N)=S)ON=C3C)SC(=C2C)C (2-((6S)-4-(4-chlorophenyl)-2,3,9-trimethyl-6H-isoxazolo[5,4-c]thieno[2,3-e]azepin-6-yl)ethanethioamide), COC(CN)OC (2,2-dimethoxyethanamine). The reagents and catalysts are Cl[Hg]Cl (HgCl2). Run in CC#N (CH3CN). The product is N1C(=NC=C1)C[C@@H]1N=C(C2=C(C3=C1ON=C3C)SC(=C2C)C)C2=CC=C(C=C2)Cl ((6S)-6-((1H-imidazol-2-yl)methyl)-4-(4-chlorophenyl)-2,3,9-trimethyl-6H-isoxazolo[5,4-c]thieno[2,3-e]azepine). Yield: 6.2%. RXN SMILES: [Cl:1][C:2]1[CH:7]=[CH:6][C:5]([C:8]2[C:9]3[C:25]([CH3:26])=[C:24]([CH3:27])[S:23][C:10]=3[C:11]3[C:21]([CH3:22])=[N:20][O:19][C:12]=3[C@H:13]([CH2:15][C:16](=S)[NH2:17])[N:14]=2)=[CH:4][CH:3]=1.CO[CH:30](OC)[CH2:31][NH2:32]>CC#N.Cl[Hg]Cl>[NH:32]1[CH:31]=[CH:30][N:17]=[C:16]1[CH2:15][C@H:13]1[C:12]2[O:19][N:20]=[C:21]([CH3:22])[C:11]=2[C:10]2[S:23][C:24]([CH3:27])=[C:25]([CH3:26])[C:9]=2[C:8]([C:5]2[CH:6]=[CH:7][C:2]([Cl:1])=[CH:3][CH:4]=2)=[N:14]1. Procedure: To a solution of 2-((6S)-4-(4-chlorophenyl)-2,3,9-trimethyl-6H-isoxazolo[5,4-c]thieno[2,3-e]azepin-6-yl)ethanethioamide (0.080 g, 0.19 mmol) and 2,2-dimethoxyethanamine (0.200 g, 1.90 mmol) in CH3CN (5 mL) was added HgCl2 (0.515 g, 1.90 mmol). The mixture was refluxed overnight. The reaction mixture was filtered, concentrated in vacuo and the residue was purified by column chromatography (silica-gel, petroleum:ethyl acetate=2:1) to give (6S)-6-((1H-imidazol-2-yl)methyl)-4-(4-chlorophenyl)-2,3,9-... Reactants: O1CCNC(CC1)=O (1,4-oxazepan-5-one), S(=O)(=O)(OC)OC (dimethyl sulfate), C([O-])([O-])=O.[K+].[K+] (Potassium carbonate). Run in C(Cl)Cl (DCM). Reaction conditions: temperature 150 celsius. Product: CO/C/1=N/CCOCC1 ((E)-5-methoxy-2,3,6,7-tetrahydro-1,4-oxazepine). The yield is 97.6%. Reaction SMILES: [O:1]1[CH2:7][CH2:6][C:5](=[O:8])[NH:4][CH2:3][CH2:2]1.S(OC)(O[CH3:13])(=O)=O.C(=O)([O-])[O-].[K+].[K+]>C(Cl)Cl>[CH3:13][O:8][C:5]1=[N:4][CH2:3][CH2:2][O:1][CH2:7][CH2:6]1 |f:2.3.4|. Procedure: To a solution of 1,4-oxazepan-5-one (0.091 g, 0.793 mmol) in DCM (2 mL) in a screw-cap vial was added dimethyl sulfate (0.1 g, 0.793 mmol) to give a colorless solution. The reaction was heated to 150° C. for 5 minutes. Potassium carbonate (200 mg) was added and the vial was capped and shaken. The reaction was filtered through a glass frit and solvent was removed under reduced pressure to give a clear oil (100 mg) that was used without further purification. LCMS (+ESI) m/z: 130.2 [M+H]+. Starting materials: C(C)(C)(C)OC(=O)N1CCC2=C(N(N=C2CC1)C(C)C)OS(=O)(=O)C(F)(F)F (2-isopropyl-3-trifluoromethanesulfonyloxy-4,5,7,8-tetrahydro-2H-1,2,6-triaza-azulene-6-carboxylic acid tert-butyl ester), S1C(=CC=C1)B(O)O (2-thiopheneboronic acid). The product is C(C)(C)N1N=C2CCNCCC2=C1C=1SC=CC1 (2-Isopropyl-3-thiophen-2-yl-2,4,5,6,7,8-hexahydro-1,2,6-triaza-azulene). The yield is 36.2%. RXN SMILES: C(OC([N:8]1[CH2:17][CH2:16][C:15]2[C:11](=[C:12](OS(C(F)(F)F)(=O)=O)[N:13]([CH:18]([CH3:20])[CH3:19])[N:14]=2)[CH2:10][CH2:9]1)=O)(C)(C)C.[S:29]1[CH:33]=[CH:32][CH:31]=[C:30]1B(O)O>>[CH:18]([N:13]1[C:12]([C:30]2[S:29][CH:33]=[CH:32][CH:31]=2)=[C:11]2[C:15]([CH2:16][CH2:17][NH:8][CH2:9][CH2:10]2)=[N:14]1)([CH3:19])[CH3:20]. Procedure: The title compound (46 mg) was prepared according to Example 189 using 208 mg of 2-isopropyl-3-trifluoromethanesulfonyloxy-4,5,7,8-tetrahydro-2H-1,2,6-triaza-azulene-6-carboxylic acid tert-butyl ester (Example 189, Step A) and 187 mg of 2-thiopheneboronic acid. MS (ESI): exact mass calculated for C14H19N3S, 261.13. found, m/z 262.4 [M+H]+. 1H NMR (500 MHz, CD3OD): 7.70-7.69 (m, 1H), 7.25-7.23 (m, 1H), 7.15-7.14 (m, 1H), 4.65 (br s, 2H), 4.55-4.49 (m, 1H), 3.8-3.6 (m, 2H), 3.23-3.10 (m, 2H), 2.93... Starting materials: C1(=CC=CC=C1)S(=O)(=O)Cl (Benzenesulphonyl chloride), ClC1=C(C=CC=C1)NC(CN1C[C@H](N[C@H](C1)C)C)=O (cis-N-(2-Chlorophenyl)-2-(3,5-dimethylpiperazin-1-yl)acetamide). Run in N1=CC=CC=C1 (pyridine). Run at time 16 hour. Product: C1(=CC=CC=C1)S(=O)(=O)N1[C@@H](CN(C[C@@H]1C)CC(=O)NC1=C(C=CC=C1)Cl)C (cis-2-(4-Benzenesulphonyl-3,5-dimethylpiperazin-1-yl)-N-(2-chloro-phenyl)acetamide). As a reaction SMILES: [C:1]1([S:7](Cl)(=[O:9])=[O:8])[CH:6]=[CH:5][CH:4]=[CH:3][CH:2]=1.[Cl:11][C:12]1[CH:17]=[CH:16][CH:15]=[CH:14][C:13]=1[NH:18][C:19](=[O:29])[CH2:20][N:21]1[CH2:26][C@H:25]([CH3:27])[NH:24][C@H:23]([CH3:28])[CH2:22]1>N1C=CC=CC=1>[C:1]1([S:7]([N:24]2[C@@H:25]([CH3:27])[CH2:26][N:21]([CH2:20][C:19]([NH:18][C:13]3[CH:14]=[CH:15][CH:16]=[CH:17][C:12]=3[Cl:11])=[O:29])[CH2:22][C@H:23]2[CH3:28])(=[O:9])=[O:8])[CH:6]=[CH:5][CH:4]=[CH:3][CH:2]=1. Reported procedure: Benzenesulphonyl chloride (0.124 g) was added to a solution of the product from Example 15 step (ii) (0.2 g) in pyridine (2 ml). The mixture was stirred at room temperature for 16 hours and then the solvent was evaporated under reduced pressure. The residue was purified by flash silica-gel chromatography eluting with 1% EtOH, 1% Et3N, 98% CH2Cl2 followed by trituration with ethyl acetate to give the title compound. Yield 0.03 g. Reactants: C1CCOC1, CCO, NS(=O)(=O)c1ccc(Nc2cc(-c3ccc([N+](=O)[O-])cc3)n[nH]2)cc1. The product is Nc1ccc(-c2cc(Nc3ccc(S(N)(=O)=O)cc3)[nH]n2)cc1. RXN SMILES: [CH2:29]1[O:30][CH2:31][CH2:32][CH2:33]1.[CH3:26][CH2:27][OH:28].[N+:1]([O-:2])(=[O:3])[c:4]1[cH:5][cH:6][c:7](-[c:10]2[cH:11][c:12]([NH:15][c:16]3[cH:17][cH:18][c:19]([S:22](=[O:23])(=[O:24])[NH2:25])[cH:20][cH:21]3)[nH:13][n:14]2)[cH:8][cH:9]1>>[NH2:1][c:4]1[cH:5][cH:6][c:7](-[c:10]2[cH:11][c:12]([NH:15][c:16]3[cH:17][cH:18][c:19]([S:22](=[O:23])(=[O:24])[NH2:25])[cH:20][cH:21]3)[nH:13][n:14]2)[cH:8][cH:9]1. The reactants are O=C([O-])[O-], CN(C)C=O, Fc1ccc(C(CCCCl)c2ccc(F)cc2)cc1, [I-], [K+], [K+], [K+], c1ccc2c(C3CCNCC3)nsc2c1, O. Yields the product Cl, Fc1ccc(C(CCCN2CCC(c3nsc4ccccc34)CC2)c2ccc(F)cc2)cc1. As a reaction SMILES: [C:35](=[O:36])([O-:37])[O-:38].[CH3:44][N:45]([CH3:46])[CH:47]=[O:48].[Cl:16][CH2:17][CH2:18][CH2:19][CH:20]([c:21]1[cH:22][cH:23][c:24]([F:27])[cH:25][cH:26]1)[c:28]1[cH:29][cH:30][c:31]([F:34])[cH:32][cH:33]1.[I-:42].[K+:39].[K+:40].[K+:41].[NH:1]1[CH2:2][CH2:3][CH:4]([c:7]2[n:8][s:9][c:10]3[c:11]2[cH:12][cH:13][cH:14][cH:15]3)[CH2:5][CH2:6]1.[OH2:43]>>[ClH:16].[N:1]1([CH2:17][CH2:18][CH2:19][CH:20]([c:21]2[cH:22][cH:23][c:24]([F:27])[cH:25][cH:26]2)[c:28]2[cH:29][cH:30][c:31]([F:34])[cH:32][cH:33]2)[CH2:2][CH2:3][CH:4]([c:7]2[n:8][s:9][c:10]3[c:11]2[cH:12][cH:13][cH:14][cH:15]3)[CH2:5][CH2:6]1.